The task is: describe an organic reaction: reactants, conditions, products, and yield. This data is from the Open Reaction Database (ORD), a public repository of structured organic reaction records. Starting materials: O=C(NC(CO)C(=O)O)OCc1ccccc1, C[Si](C)(C)C=[N+]=[N-], CCCCCC, CO, c1ccccc1. Yields the product COC(=O)C(CO)NC(=O)OCc1ccccc1. Reaction SMILES: [C:1](=[O:2])([O:3][CH2:4][c:5]1[cH:6][cH:7][cH:8][cH:9][cH:10]1)[NH:11][CH:12]([CH2:13][OH:14])[C:15](=[O:16])[OH:17].[CH3:18][Si:19]([CH:20]=[N+:21]=[N-:22])([CH3:23])[CH3:24].[CH3:25][CH2:26][CH2:27][CH2:28][CH2:29][CH3:30].[CH3:37][OH:38].[cH:31]1[cH:32][cH:33][cH:34][cH:35][cH:36]1>>[C:1](=[O:2])([O:3][CH2:4][c:5]1[cH:6][cH:7][cH:8][cH:9][cH:10]1)[NH:11][CH:12]([CH2:13][OH:14])[C:15]([O:16][CH3:18])=[O:17]. Reactants: O=C(Cl)c1ccccc1, CCCCCN1C(=O)C(C)(C)c2cc3c(cc21)nc(N)n3C(C)C. The product is CCCCCN1C(=O)C(C)(C)c2cc3c(cc21)nc(NC(=O)c1ccccc1)n3C(C)C. As a reaction SMILES: [C:25]([c:26]1[cH:27][cH:28][cH:29][cH:30][cH:31]1)(=[O:32])[Cl:33].[NH2:1][c:2]1[n:3][c:4]2[c:5]([cH:6][c:7]3[c:11]([cH:12]2)[N:10]([CH2:13][CH2:14][CH2:15][CH2:16][CH3:17])[C:9](=[O:18])[C:8]3([CH3:19])[CH3:20])[n:21]1[CH:22]([CH3:23])[CH3:24]>>[NH:1]([c:2]1[n:3][c:4]2[c:5]([cH:6][c:7]3[c:11]([cH:12]2)[N:10]([CH2:13][CH2:14][CH2:15][CH2:16][CH3:17])[C:9](=[O:18])[C:8]3([CH3:19])[CH3:20])[n:21]1[CH:22]([CH3:23])[CH3:24])[C:25]([c:26]1[cH:27][cH:28][cH:29][cH:30][cH:31]1)=[O:32]. Starting materials: C1=CC=C(C=C1)C(=O)C2=CC=C(C=C2)C(=O)O (benzophenone-4-carboxylic acid), N[C@H](CO)CC1=CC=CC=C1 ((S)-2-amino-3-phenyl-1-propanol). The product is C(C1=CC=CC=C1)(=O)C1=CC=C(C(=O)N[C@H](CO)CC2=CC=CC=C2)C=C1 ((S)-4-Benzoyl-N-(3-phenylpropan-1-ol-2-yl)benzamide). The yield is 67.0%. Reaction SMILES: [CH:1]1[CH:6]=[CH:5][C:4]([C:7]([C:9]2[CH:14]=[CH:13][C:12]([C:15]([OH:17])=O)=[CH:11][CH:10]=2)=[O:8])=[CH:3][CH:2]=1.[NH2:18][C@@H:19]([CH2:22][C:23]1[CH:28]=[CH:27][CH:26]=[CH:25][CH:24]=1)[CH2:20][OH:21]>>[C:7]([C:9]1[CH:10]=[CH:11][C:12]([C:15]([NH:18][C@@H:19]([CH2:22][C:23]2[CH:28]=[CH:27][CH:26]=[CH:25][CH:24]=2)[CH2:20][OH:21])=[O:17])=[CH:13][CH:14]=1)(=[O:8])[C:4]1[CH:3]=[CH:2][CH:1]=[CH:6][CH:5]=1. Procedure details: 3 g (13 mmol) of benzophenone-4-carboxylic acid were reacted with (S)-2-amino-3-phenyl-1-propanol by the method of procedure 3c. 3.2 g (67%) of the product were obtained.